From a dataset of the Open Reaction Database (ORD), a public repository of structured organic reaction records. describe an organic reaction: reactants, conditions, products, and yield Reactants: CC(C)(C)OC(=O)N1CCC2(CC1)CC(=O)c1cc(Br)ccc1O2, Cn1cc(B2OC(C)(C)C(C)(C)O2)cn1, [Na+], [Na+], O=C([O-])[O-], C1COCCO1, O, c1ccc(P(c2ccccc2)(c2ccccc2)[Pd](P(c2ccccc2)(c2ccccc2)c2ccccc2)(P(c2ccccc2)(c2ccccc2)c2ccccc2)P(c2ccccc2)(c2ccccc2)c2ccccc2)cc1. The product is Cn1cc(-c2ccc3c(c2)C(=O)CC2(CCN(C(=O)OC(C)(C)C)CC2)O3)cn1. RXN SMILES: [Br:1][c:2]1[cH:3][c:4]2[c:9]([cH:10][cH:11]1)[O:8][C:7]1([CH2:6][C:5]2=[O:24])[CH2:12][CH2:13][N:14]([C:17](=[O:18])[O:19][C:20]([CH3:21])([CH3:22])[CH3:23])[CH2:15][CH2:16]1.[CH3:25][n:26]1[n:27][cH:28][c:29]([B:31]2[O:32][C:33]([CH3:34])([CH3:35])[C:36]([CH3:37])([CH3:38])[O:39]2)[cH:30]1.[Na+:47].[Na+:48].[O-:49][C:50](=[O:51])[O-:52].[O:41]1[CH2:42][CH2:43][O:44][CH2:45][CH2:46]1.[OH2:40].[cH:53]1[cH:54][cH:55][c:56]([P:57]([Pd:58]([P:59]([c:60]2[cH:61][cH:62][cH:63][cH:64][cH:65]2)([c:66]2[cH:67][cH:68][cH:69][cH:70][cH:71]2)[c:72]2[cH:73][cH:74][cH:75][cH:76][cH:77]2)([P:78]([c:79]2[cH:80][cH:81][cH:82][cH:83][cH:84]2)([c:85]2[cH:86][cH:87][cH:88][cH:89][cH:90]2)[c:91]2[cH:92][cH:93][cH:94][cH:95][cH:96]2)[P:97]([c:98]2[cH:99][cH:100][cH:101][cH:102][cH:103]2)([c:104]2[cH:105][cH:106][cH:107][cH:108][cH:109]2)[c:110]2[cH:111][cH:112][cH:113][cH:114][cH:115]2)([c:116]2[cH:117][cH:118][cH:119][cH:120][cH:121]2)[c:122]2[cH:123][cH:124][cH:125][cH:126][cH:127]2)[cH:128][cH:129]1>>[c:2]1(-[c:29]2[cH:28][n:27][n:26]([CH3:25])[cH:30]2)[cH:3][c:4]2[c:9]([cH:10][cH:11]1)[O:8][C:7]1([CH2:6][C:5]2=[O:24])[CH2:12][CH2:13][N:14]([C:17](=[O:18])[O:19][C:20]([CH3:21])([CH3:22])[CH3:23])[CH2:15][CH2:16]1. Reactants: C=1C=CC(=CC1)[C@@H]2[C@H](O2)C=3C=CC=CC3 (trans-stilbene oxide), NC1CCN(CC1)CC1=CC=CC=C1 (4-amino-1-benzylpiperidine), O (water). The solvent is CO (methanol). Run at temperature 145 celsius. Product: C1(=CC=CC=C1)C(C(C1=CC=CC=C1)NC1CCN(CC1)CC1=CC=CC=C1)O (α-Phenyl-β-[1-(phenylmethyl)-4-piperidinylamino]benzeneethanol). Isolated yield 95.2%. RXN SMILES: [CH:1]1[CH:2]=[CH:3][C:4]([C@H:7]2[O:9][C@@H:8]2[C:10]2[CH:11]=[CH:12][CH:13]=[CH:14][CH:15]=2)=[CH:5][CH:6]=1.[NH2:16][CH:17]1[CH2:22][CH2:21][N:20]([CH2:23][C:24]2[CH:29]=[CH:28][CH:27]=[CH:26][CH:25]=2)[CH2:19][CH2:18]1.O>CO>[C:10]1([CH:8]([OH:9])[CH:7]([NH:16][CH:17]2[CH2:22][CH2:21][N:20]([CH2:23][C:24]3[CH:29]=[CH:28][CH:27]=[CH:26][CH:25]=3)[CH2:19][CH2:18]2)[C:4]2[CH:3]=[CH:2][CH:1]=[CH:6][CH:5]=2)[CH:11]=[CH:12][CH:13]=[CH:14][CH:15]=1. Procedure details: A mixture of trans-stilbene oxide (1.96 g, 0.010 mol) and 4-amino-1-benzylpiperidine (5.70 g, 0.030 mol) was heated at 145° C. in an oil bath for 15 hours. The cooled mixture was then dissolved in methanol (20 mL) and the solution poured into water (200 mL). The product separated as an oil that solidified on standing. The solid was collected and dried under ambient conditions for 18 hours to obtain 3.68 g (95%) of material. Recrystallization from toluene-isooctane gave 2.31 g of the product as a... The reactants are ClC1=CC=NC2=C(C=CC=C12)Cl (4,8-dichloroquinoline), ClC1=C(C=CC=C1)O (2-chlorophenol), ClC1=CC=NC2=C(C=CC=C12)Cl (4,8-dichloroquinoline). Run in C(C)(=O)OCC (ethyl acetate). Run at temperature 160 celsius. Yields the product ClC=1C=CC=C2C(=CC=NC12)OC1=C(C=CC=C1)Cl (8-chloro-4-(2-chlorophenoxy)quinoline). RXN SMILES: Cl[C:2]1[C:11]2[C:6](=[C:7]([Cl:12])[CH:8]=[CH:9][CH:10]=2)[N:5]=[CH:4][CH:3]=1.[Cl:13][C:14]1[CH:19]=[CH:18][CH:17]=[CH:16][C:15]=1[OH:20]>C(OCC)(=O)C>[Cl:12][C:7]1[CH:8]=[CH:9][CH:10]=[C:11]2[C:6]=1[N:5]=[CH:4][CH:3]=[C:2]2[O:20][C:15]1[CH:16]=[CH:17][CH:18]=[CH:19][C:14]=1[Cl:13]. Procedure: A mixture of 2.0 g of 4,8-dichloroquinoline and 2.6 g of 2-chlorophenol was heated to 160° C. and stirred. Progress of the reaction was monitored by TLC. When no 4,8-dichloroquinoline remained, the reaction mixture was diluted with ethyl acetate, and washed with base to remove most of the excess phenol. To remove phenol remaining after washing, the product was purified using HPLC. Fractions containing product were combined, and solvent was removed using reduced pressure. The oily product crystal...